Dataset: the Open Reaction Database (ORD), a public repository of structured organic reaction records. Task: describe an organic reaction: reactants, conditions, products, and yield The reactants are N1=CC(=NC2=CC=CC=C12)C, [Zn].O=S(O)CF. Reagents/catalysts: OOC(C)(C)C. Run in O, ClCCCl. Conditions: temperature 50 celsius, time 18 hour. Yields the product FCC1=NC=2C=CC=CC2N=C1C. Isolated yield 56.0%. The reactants are ClCCl, O=[N+]([O-])c1ccc2c(c1)C=CCC2, [Na+], O=C([O-])O, O=C(OO)c1cccc(Cl)c1. Product: O=[N+]([O-])c1ccc2c(c1)C1=C(CC2)O1. RXN SMILES: [Cl:30][CH2:31][Cl:32].[N+:1](=[O:2])([O-:3])[c:4]1[cH:5][cH:6][c:7]2[c:12]([cH:13]1)[CH:11]=[CH:10][CH2:9][CH2:8]2.[Na+:29].[O-:25][C:26]([OH:27])=[O:28].[OH:14][O:15][C:16]([c:17]1[cH:18][c:19]([Cl:20])[cH:21][cH:22][cH:23]1)=[O:24]>>[N+:1](=[O:2])([O-:3])[c:4]1[cH:5][cH:6][c:7]2[c:12]([cH:13]1)[C:11]1=[C:10]([CH2:9][CH2:8]2)[O:14]1. The reactants are CC(C)(C)[O-], Nc1ccccc1-c1ccccc1P(C1CCCCC1)C1CCCCC1, Cl, Cl, Ic1cnccn1, O=C1Nc2ccccc2C2(CCN(C3CCNCC3)CC2)O1, [Na+], C1COCCO1. Yields the product O=C1Nc2ccccc2C2(CCN(C3CCN(c4cnccn4)CC3)CC2)O1. Reaction SMILES: [CH3:27][C:28]([CH3:29])([O-:30])[CH3:31].[CH:1]1([P:2]([CH:3]2[CH2:4][CH2:5][CH2:6][CH2:7][CH2:8]2)[c:9]2[cH:10][cH:11][cH:12][cH:13][c:14]2-[c:15]2[c:16]([NH2:17])[cH:18][cH:19][cH:20][cH:21]2)[CH2:22][CH2:23][CH2:24][CH2:25][CH2:26]1.[ClH:33].[ClH:34].[I:57][c:58]1[n:59][cH:60][cH:61][n:62][cH:63]1.[NH:35]1[CH2:36][CH2:37][CH:38]([N:41]2[CH2:42][CH2:43][C:44]3([c:45]4[c:46]([cH:51][cH:52][cH:53][cH:54]4)[NH:47][C:48](=[O:50])[O:49]3)[CH2:55][CH2:56]2)[CH2:39][CH2:40]1.[Na+:32].[O:64]1[CH2:65][CH2:66][O:67][CH2:68][CH2:69]1>>[N:35]1([c:58]2[n:59][cH:60][cH:61][n:62][cH:63]2)[CH2:36][CH2:37][CH:38]([N:41]2[CH2:42][CH2:43][C:44]3([c:45]4[c:46]([cH:51][cH:52][cH:53][cH:54]4)[NH:47][C:48](=[O:50])[O:49]3)[CH2:55][CH2:56]2)[CH2:39][CH2:40]1. Starting materials: FC(C(=O)O)(F)F (Trifluoroacetic acid), COC(CNC([C@H](CC1=CC=CC=C1)NCC(=O)OC(C)(C)C)=O)=O ((S)-N-(2-{N-[(1,1-dimethylethoxy)carbonyl]methylamino}-1-oxo-3-phenylpropyl)glycine methyl ester). The solvent is ClCCl (dichloromethane). Run at time 3.5 hour. Yields the product COC(CNC([C@H](CC1=CC=CC=C1)NC)=O)=O ((S)-N-[2-(Methylamino)-1-oxo-3-phenylpropyl)glycine methyl ester). The yield is 97.7%. Reaction SMILES: FC(F)(F)C(O)=O.[CH3:8][O:9][C:10](=[O:32])[CH2:11][NH:12][C:13](=[O:31])[C@@H:14]([NH:22][CH2:23]C(OC(C)(C)C)=O)[CH2:15][C:16]1[CH:21]=[CH:20][CH:19]=[CH:18][CH:17]=1>ClCCl>[CH3:8][O:9][C:10](=[O:32])[CH2:11][NH:12][C:13](=[O:31])[C@@H:14]([NH:22][CH3:23])[CH2:15][C:16]1[CH:21]=[CH:20][CH:19]=[CH:18][CH:17]=1. Procedure: Trifluoroacetic acid (5 mL) was added to a solution of (S)-N-(2-{N-[(1,1-dimethylethoxy)carbonyl]methylamino}-1-oxo-3-phenylpropyl)glycine methyl ester (Description 32, 2.28 g, 6.5 mmol) in dichloromethane (50 mL) and the mixture was stirred at room temperature for 3.5 h. The solvent was evaporated under reduced pressure, then toluene was added and evaporated under reduced pressure. Aqueous sodium carbonate (10%, 100 mL) was added and the mixture was extracted with dichloromethane (2×100 mL). Th... The reactants are C1CCOC1 (THF), C(C1=CC=CC=C1)OCC1(CCN(CC1)C(=O)OC(C)(C)C)C(=O)OCC (1-tert-butyl 4-ethyl 4-(benzyloxymethyl)piperidine-1,4-dicarboxylate), Cl (HCl). Run in [Li+].[OH-] (LiOH). Product: C(C1=CC=CC=C1)OCC1(CCN(CC1)C(=O)OC(C)(C)C)C(=O)O (4-(benzyloxymethyl)-1-(tert-butoxycarbonyl)piperidine-4-carboxylic acid). Isolated yield 66.0%. RXN SMILES: [CH2:1]([O:8][CH2:9][C:10]1([C:23]([O:25]CC)=[O:24])[CH2:15][CH2:14][N:13]([C:16]([O:18][C:19]([CH3:22])([CH3:21])[CH3:20])=[O:17])[CH2:12][CH2:11]1)[C:2]1[CH:7]=[CH:6][CH:5]=[CH:4][CH:3]=1.C1COCC1.Cl>[Li+].[OH-]>[CH2:1]([O:8][CH2:9][C:10]1([C:23]([OH:25])=[O:24])[CH2:15][CH2:14][N:13]([C:16]([O:18][C:19]([CH3:20])([CH3:21])[CH3:22])=[O:17])[CH2:12][CH2:11]1)[C:2]1[CH:7]=[CH:6][CH:5]=[CH:4][CH:3]=1 |f:3.4|. Reported procedure: 1-tert-Butyl 4-ethyl 4-(benzyloxymethyl)piperidine-1,4-dicarboxylate from step A (0.500 g, 1.3 mmol) was dissolved in 1 N aq. LiOH (15 mL) and THF (10 mL) and was heated at 50° C. for 24 hours. The reaction mixture was acidified with 1 N HCl and extracted with Et2O. The organic extract was washed with brine, dried over MgSO4, and concentrated under vacuum to afford the title compound (0.3 g, 65%). MS (ES+) [M+H]+=349.